From a dataset of the Open Reaction Database (ORD), a public repository of structured organic reaction records. describe an organic reaction: reactants, conditions, products, and yield Reactants: BrC1CCNCC1, Cc1ccccc1, CCN(C(C)C)C(C)C, CC(C)OC(=O)Cl, ClCCl, Cl. Yields the product CC(C)OC(=O)N1CCC(Br)CC1. RXN SMILES: [Br:2][CH:3]1[CH2:4][CH2:5][NH:6][CH2:7][CH2:8]1.[CH3:28][c:29]1[cH:30][cH:31][cH:32][cH:33][cH:34]1.[CH:9]([N:10]([CH:11]([CH3:12])[CH3:13])[CH2:14][CH3:15])([CH3:16])[CH3:17].[Cl:18][C:19](=[O:20])[O:21][CH:22]([CH3:23])[CH3:24].[Cl:25][CH2:26][Cl:27].[ClH:1]>>[Br:2][CH:3]1[CH2:4][CH2:5][N:6]([C:19](=[O:20])[O:21][CH:22]([CH3:23])[CH3:24])[CH2:7][CH2:8]1. Reactants: C(C)(=O)O[C@@H]1CC2=CC[C@H]3[C@@H]4CC[C@H](C(CO)=O)[C@]4(CC[C@@H]3[C@]2(CC1)C)C (3β-acetoxy-21-hydroxypregn-5-en-20-one), C(CC(=O)OC)(=O)OC (dimethyl malonate), [Cl-].[Ca+2].[Cl-] (calcium chloride). Run in C1(=CC=CC=C1)C (toluene). Run at temperature 160 celsius. The product is C(C)(=O)O[C@@H]1CC2=CC[C@H]3[C@@H]4CC[C@H](C(COC(CC(=O)OC)=O)=O)[C@]4(CC[C@@H]3[C@]2(CC1)C)C (3β-acetoxy-21-[methoxycarbonyl]acetoxy-pregn-5-en-20-one). Reaction SMILES: [C:1]([O:4][C@H:5]1[CH2:25][CH2:24][C@@:23]2([CH3:26])[C:7](=[CH:8][CH2:9][C@@H:10]3[C@@H:22]2[CH2:21][CH2:20][C@@:19]2([CH3:27])[C@H:11]3[CH2:12][CH2:13][C@@H:14]2[C:15](=[O:18])[CH2:16][OH:17])[CH2:6]1)(=[O:3])[CH3:2].[C:28](OC)(=[O:34])[CH2:29][C:30]([O:32][CH3:33])=[O:31].[Cl-].[Ca+2].[Cl-]>C1(C)C=CC=CC=1>[C:1]([O:4][C@H:5]1[CH2:25][CH2:24][C@@:23]2([CH3:26])[C:7](=[CH:8][CH2:9][C@@H:10]3[C@@H:22]2[CH2:21][CH2:20][C@@:19]2([CH3:27])[C@H:11]3[CH2:12][CH2:13][C@@H:14]2[C:15](=[O:18])[CH2:16][O:17][C:28](=[O:34])[CH2:29][C:30]([O:32][CH3:33])=[O:31])[CH2:6]1)(=[O:3])[CH3:2] |f:2.3.4|. Procedure details: A mixture of 200 mg of 3β-acetoxy-21-hydroxypregn-5-en-20-one, 10 ml of dimethyl malonate and 2.0 g of calcium chloride was heated in an oil-bath having a temperature of 84° C. for 4 days under nitrogen whereupon 20 ml of toluene was added. The reaction was then arranged for distillation at atmospheric pressure and the bath temperature was raised to 160° C. during 1.5 hours. Subsequently the temperature of the bath temperature was lowered to 84° and the mixture was subjected to distillation at h... Starting materials: C[C@@H](CNC)OC1=C2C(=NC=NC2=CC=C1)NC1=CC(=C(C=C1)OC=1C=NC(=CC1)C)C (5-[(1S)-1-methyl-2-(methylamino)ethoxy]-N-{3-methyl-4-[(6-methylpyridin-3-yl)oxy]phenyl}quinazolin-4-amine), C(C)(=O)OC(C)=O (acetic anhydride). Yields the product CN(C(C)=O)C[C@H](C)OC1=C2C(=NC=NC2=CC=C1)NC1=CC(=C(C=C1)OC=1C=NC(=CC1)C)C (N-Methyl-N-((2S)-2-{[4-({3-methyl-4-[(6-methylpyridin-3-yl)oxy]phenyl}amino)quinazolin-5-yl]oxy}propyl)acetamide). The yield is 64.0%. RXN SMILES: [CH3:1][C@H:2]([O:6][C:7]1[CH:16]=[CH:15][CH:14]=[C:13]2[C:8]=1[C:9]([NH:17][C:18]1[CH:23]=[CH:22][C:21]([O:24][C:25]3[CH:26]=[N:27][C:28]([CH3:31])=[CH:29][CH:30]=3)=[C:20]([CH3:32])[CH:19]=1)=[N:10][CH:11]=[N:12]2)[CH2:3][NH:4][CH3:5].[C:33](OC(=O)C)(=[O:35])[CH3:34]>>[CH3:5][N:4]([CH2:3][C@@H:2]([O:6][C:7]1[CH:16]=[CH:15][CH:14]=[C:13]2[C:8]=1[C:9]([NH:17][C:18]1[CH:23]=[CH:22][C:21]([O:24][C:25]3[CH:26]=[N:27][C:28]([CH3:31])=[CH:29][CH:30]=3)=[C:20]([CH3:32])[CH:19]=1)=[N:10][CH:11]=[N:12]2)[CH3:1])[C:33](=[O:35])[CH3:34]. Procedure details: The procedure described in Example 104 was repeated using 5-[(1S)-1-methyl-2-(methylamino)ethoxy]-N-{3-methyl-4-[(6-methylpyridin-3-yl)oxy]phenyl}quinazolin-4-amine (obtained as described in Example 109, preparation of starting materials) and acetic anhydride to give the title compound in 64% yield; NMR spectrum (CDCl3) 1.55 (d, 3H), 2.08 (s, 3H), 2.30 (s, 3H), 2.53 (s, 3H), 3.08 (s, 3H), 3.56 (dd, 1H), 3.93 (dd, 1H), 5.09 (m, 1H), 6.92 (d, 1H), 7.12 (m, 3H), 7.50 (m, 2H), 7.65 (m, 1H), 7.70 (s,... The reactants are C(C)C1CC(=O)NC1=O (3-ethyl succinimide), [H-].[Na+] (sodium hydride), C(CCCCCCCC)Br (nonyl bromide). Run at time 2 hour. The product is C(C)C1CC(=O)N(C1=O)CCCCCCCCC (3-ethylN-nonyl succinimide). As a reaction SMILES: [CH2:1]([CH:3]1[C:8](=[O:9])[NH:7][C:5](=[O:6])[CH2:4]1)[CH3:2].[H-].[Na+].[CH2:12](Br)[CH2:13][CH2:14][CH2:15][CH2:16][CH2:17][CH2:18][CH2:19][CH3:20]>>[CH2:1]([CH:3]1[C:8](=[O:9])[N:7]([CH2:12][CH2:13][CH2:14][CH2:15][CH2:16][CH2:17][CH2:18][CH2:19][CH3:20])[C:5](=[O:6])[CH2:4]1)[CH3:2] |f:1.2|. Reported procedure: A solution of 3-ethyl succinimide (4.72 mM) in dimethylformanide (10 ml) was treated with sodium hydride (5.20 mM) and nonyl bromide (5.20 mM). The reaction mixture was stirred at room temperature for two hours and then quenched with saturated aqueous ammonium chloride. The organic layer was separated and the aqueous layer extracted with ethyl acetate(3×25 ml). The combined organic layers were washed with 10% aqueous sodium thiosulfate, brine, dried over sodium sulfate and concentrated in vacuo.... Starting materials: ClC1=C(C#N)C=CC(=C1C)CO (2-Chloro-4-(hydroxymethyl)-3-methylbenzonitrile), P(Br)(Br)Br (PBr3). The solvent is C(Cl)Cl (CH2Cl2). Conditions: temperature -15 celsius, time 3 hour. Yields the product BrCC1=C(C(=C(C#N)C=C1)Cl)C (4-(Bromomethyl)-2-chloro-3-methylbenzonitrile). Yield: 28.3%. RXN SMILES: [Cl:1][C:2]1[C:9]([CH3:10])=[C:8]([CH2:11]O)[CH:7]=[CH:6][C:3]=1[C:4]#[N:5].P(Br)(Br)[Br:14]>C(Cl)Cl>[Br:14][CH2:11][C:8]1[CH:7]=[CH:6][C:3]([C:4]#[N:5])=[C:2]([Cl:1])[C:9]=1[CH3:10]. Procedure: To a solution of compound 7B (700 mg, 3.9 mmol) in CH2Cl2 (15 mL) was added PBr3 (5.8 mL, 5.8 mmol, 1N in CH2Cl2) at −15° C., and stirred at −15° C. for 3 hr. The reaction was slowly quenched with saturated NaHCO3 solution at −15° C. The organic layer was separated, dried over MgSO4, and concentrated. Purification by silica gel chromatography (0-10% EtOAc in hexanes) provide the title compound (270 mg) as a white powder.